The task is: describe an organic reaction: reactants, conditions, products, and yield. This data is from the Open Reaction Database (ORD), a public repository of structured organic reaction records. Starting materials: O=C([O-])[O-], C=C1N(CCCC)C(=O)OC12CCNCC2, CC(C)=O, Clc1ccc(C(=CCCBr)c2ccc(Cl)cc2)cc1, [I-], [K+], [K+], [K+]. The product is C=C1N(CCCC)C(=O)OC12CCN(CCC=C(c1ccc(Cl)cc1)c1ccc(Cl)cc1)CC2. RXN SMILES: [C:36](=[O:37])([O-:38])[O-:39].[CH2:20]([CH2:21][CH2:22][CH3:23])[N:24]1[C:25](=[O:35])[O:26][C:27]2([C:28]1=[CH2:29])[CH2:30][CH2:31][NH:32][CH2:33][CH2:34]2.[CH3:44][C:45](=[O:46])[CH3:47].[Cl:1][c:2]1[cH:3][cH:4][c:5]([C:8](=[CH:9][CH2:10][CH2:11][Br:12])[c:13]2[cH:14][cH:15][c:16]([Cl:19])[cH:17][cH:18]2)[cH:6][cH:7]1.[I-:43].[K+:40].[K+:41].[K+:42]>>[Cl:1][c:2]1[cH:3][cH:4][c:5]([C:8](=[CH:9][CH2:10][CH2:11][N:32]2[CH2:31][CH2:30][C:27]3([O:26][C:25](=[O:35])[N:24]([CH2:20][CH2:21][CH2:22][CH3:23])[C:28]3=[CH2:29])[CH2:34][CH2:33]2)[c:13]2[cH:14][cH:15][c:16]([Cl:19])[cH:17][cH:18]2)[cH:6][cH:7]1. The reactants are methanolic solution, C[O-].[Na+] (sodium methoxide), Cl.ClCC1=NC=CC=C1 (2-chloromethylpyridine hydrochloride), C(C)N1C(=NC2=CC=CC=C2C1=O)S (3-ethyl-2-mercapto-4(3H)-quinazolinone), O (water). The solvent is CO (methanol). Run at time 4 hour. Product: C(C)N1C(=NC2=CC=CC=C2C1=O)SCC1=NC=CC=C1 (3-Ethyl-2-(2-pyridylmethylthio)-4(3H)-quinazolinone). Yield: 48.3%. RXN SMILES: C[O-].[Na+].Cl.Cl[CH2:6][C:7]1[CH:12]=[CH:11][CH:10]=[CH:9][N:8]=1.[CH2:13]([N:15]1[C:24](=[O:25])[C:23]2[C:18](=[CH:19][CH:20]=[CH:21][CH:22]=2)[N:17]=[C:16]1[SH:26])[CH3:14].O>CO>[CH2:13]([N:15]1[C:24](=[O:25])[C:23]2[C:18](=[CH:19][CH:20]=[CH:21][CH:22]=2)[N:17]=[C:16]1[S:26][CH2:6][C:7]1[CH:12]=[CH:11][CH:10]=[CH:9][N:8]=1)[CH3:14] |f:0.1,2.3|. Reported procedure: 7.0 ml of 28% methanolic solution of sodium methoxide and 2.82 g of 2-chloromethylpyridine hydrochloride were added, in turn, to a solution of 3.56 g of 3-ethyl-2-mercapto-4(3H)-quinazolinone in 50 ml of methanol, and the stirring was continued at room temperature for 4 hours. The reaction solution was poured into about 300 ml of water and extracted with chloroform. The extract was dried over sodium sulfate and the solvent was distilled off under reduced pressure. The residue was recrystallized ... Starting materials: CC(C)OC(=O)/N=N/C(=O)OC(C)C (Diisopropylazodicarboxylate), ClC1=C(C#N)C=CC(=C1)C1=NNC=C1 (2-Chloro-4-(1H-pyrazol-3-yl)benzonitrile), C(N)(O[C@H](CO)CC(C)(C)C)=O ((S)-tert-butyl-1-hydroxypropan-2-yl carbamate), C1(=CC=CC=C1)P(C1=CC=CC=C1)C1=CC=CC=C1 (triphenylphosphine). Solvent: C1CCOC1 (THF). Product: N[C@H](CN1N=C(C=C1)C1=CC(=C(C#N)C=C1)Cl)C ((S)-4-(1-(2-aminopropyl)-1H-pyrazol-3-yl)-2-chlorobenzonitrile). The yield is 50.9%. As a reaction SMILES: [Cl:1][C:2]1[CH:9]=[C:8]([C:10]2[CH:14]=[CH:13][NH:12][N:11]=2)[CH:7]=[CH:6][C:3]=1[C:4]#[N:5].C(=O)(O[C@@H:18]([CH2:21]C(C)(C)C)[CH2:19]O)N.C1(P(C2C=CC=CC=2)C2C=CC=CC=2)C=CC=CC=1.CC(OC(/[N:52]=N/C(OC(C)C)=O)=O)C>C1COCC1>[NH2:52][C@@H:18]([CH3:21])[CH2:19][N:12]1[CH:13]=[CH:14][C:10]([C:8]2[CH:7]=[CH:6][C:3]([C:4]#[N:5])=[C:2]([Cl:1])[CH:9]=2)=[N:11]1. Reported procedure: 2-Chloro-4-(1H-pyrazol-3-yl)benzonitrile (4.00 g; 19.64 mmol), (S)-tert-butyl-1-hydroxypropan-2-yl carbamate (3.79 g; 21.61 mmol) and triphenylphosphine were dissolved in dry THF under nitrogen atmosphere and stirred. Diisopropylazodicarboxylate (7.74 ml; 39.3 mmol) was added dropwise and the reaction flask was cooled by ice bath. The reaction was stirred at RT overnight (18 h) and evaporated to dryness. For Boc deprotection 200 ml of 10% HCl/EtOH solution was added to the evaporation residue, s... The reactants are CCOCC, N#CBr, NCC(c1ccccc1)c1ccccc1. The product is N#CNCC(c1ccccc1)c1ccccc1. Reaction SMILES: [CH3:19][CH2:20][O:21][CH2:22][CH3:23].[N:16]#[C:17][Br:18].[c:1]1([CH:7]([CH2:8][NH2:9])[c:10]2[cH:11][cH:12][cH:13][cH:14][cH:15]2)[cH:2][cH:3][cH:4][cH:5][cH:6]1>>[c:1]1([CH:7]([CH2:8][NH:9][C:17]#[N:16])[c:10]2[cH:11][cH:12][cH:13][cH:14][cH:15]2)[cH:2][cH:3][cH:4][cH:5][cH:6]1. The reactants are [H-].[H-].[H-].[H-].[Li+].[Al+3] (LAH), N#N (N2), [OH-].[Na+] (NaOH), N1(CCOCC1)C(C(=O)OC)C (methyl 2-morpholin-4-yl-propionate). Solvent: O (H2O), O (H2O), C1CCOC1 (THF). Reaction conditions: temperature 0 celsius, time 1 hour. The product is N1(CCOCC1)C(CO)C (2-morpholin-4-yl-propanol). RXN SMILES: [H-].[H-].[H-].[H-].[Li+].[Al+3].N#N.[N:9]1([CH:15]([CH3:20])[C:16](OC)=[O:17])[CH2:14][CH2:13][O:12][CH2:11][CH2:10]1.[OH-].[Na+]>O.C1COCC1>[N:9]1([CH:15]([CH3:20])[CH2:16][OH:17])[CH2:14][CH2:13][O:12][CH2:11][CH2:10]1 |f:0.1.2.3.4.5,8.9|. Procedure: LAH powder (1.6 g) was added to a flask while under N2 atmosphere, immediately followed by THF (50 ml). The mixture was chilled to 0° C., methyl 2-morpholin-4-yl-propionate (5 g) was added dropwise to the reaction mixture and stirred at 0° C. After 1 h, the mixture was worked up by adding H2O (44 mL), 2N NaOH (44 mL), then H2O (44 mL, 3×). After 30 min of stirring, the mixture was filtered through Celite® and the organic portion was concentrated in vacuo providing 2-morpholin-4-yl-propanol as a ... Starting materials: COC(=O)C(=CN(C)C)c1ccccc1C, COC(=O)Cc1ccccc1C. Product: COC(=O)C(=CO)c1ccccc1C. Reaction SMILES: [CH3:13][N:14]([CH3:15])[CH:16]=[C:19]([C:17](=[O:18])[O:27][CH3:28])[c:20]1[cH:21][cH:22][cH:23][cH:24][c:25]1[CH3:26].[CH3:1][c:2]1[c:3]([CH2:8][C:9](=[O:10])[O:11][CH3:12])[cH:4][cH:5][cH:6][cH:7]1>>[CH3:1][c:2]1[c:3]([C:8]([C:9](=[O:10])[O:11][CH3:12])=[CH:17][OH:18])[cH:4][cH:5][cH:6][cH:7]1. Reactants: intermediate 27, C(C1=CC=CC=C1)OC1=C(N=C2C(OCCN2C1=O)(C)C)C(=O)O (3-(benzyloxy)-9,9-dimethyl-4-oxo-4,6,7,9-tetrahydropyrimido-[2,1-c][1,4]oxazine-2-carboxylic acid), NCC1=C(C=C(C=C1)F)NC=1SC=CN1 (N-(2-(aminomethyl)-5-fluorophenyl)thiazol-2-amine). Yields the product FC1=CC(=C(CNC(=O)C=2N=C3C(OCCN3C(C2OCC2=CC=CC=C2)=O)(C)C)C=C1)NC=1SC=CN1 (N-(4-Fluoro-2-(thiazol-2-ylamino)benzyl)-3-(benzyloxy)-9,9-dimethyl-4-oxo-4,6,7,9-tetrahydropyrimido[2,1-c][1,4]oxazine-2-carboxamide). As a reaction SMILES: [CH2:1]([O:8][C:9]1[C:18](=[O:19])[N:17]2[C:12]([C:13]([CH3:21])([CH3:20])[O:14][CH2:15][CH2:16]2)=[N:11][C:10]=1[C:22](O)=[O:23])[C:2]1[CH:7]=[CH:6][CH:5]=[CH:4][CH:3]=1.[NH2:25][CH2:26][C:27]1[CH:32]=[CH:31][C:30]([F:33])=[CH:29][C:28]=1[NH:34][C:35]1[S:36][CH:37]=[CH:38][N:39]=1>>[F:33][C:30]1[CH:31]=[CH:32][C:27]([CH2:26][NH:25][C:22]([C:10]2[N:11]=[C:12]3[N:17]([C:18](=[O:19])[C:9]=2[O:8][CH2:1][C:2]2[CH:3]=[CH:4][CH:5]=[CH:6][CH:7]=2)[CH2:16][CH2:15][O:14][C:13]3([CH3:21])[CH3:20])=[O:23])=[C:28]([NH:34][C:35]2[S:36][CH:37]=[CH:38][N:39]=2)[CH:29]=1. Procedure details: The title compound can be prepared from intermediate 27, 3-(benzyloxy)-9,9-dimethyl-4-oxo-4,6,7,9-tetrahydropyrimido-[2,1-c][1,4]oxazine-2-carboxylic acid and N-(2-(aminomethyl)-5-fluorophenyl)thiazol-2-amine, derived from reduction of intermediate 123, 4-fluoro-2-(thiazol-2-ylamino)benzonitrile. 1H NMR (400 MHz, DMSO-d6) δ ppm: 9.92 (1H, s), 9.10 (1H, t, J=6.3 Hz), 8.19 (1H, dd, J=2.8, 12.3 Hz), 7.41–7.38 (2H, m), 7.32–7.28 (5H, m), 6.99 (1H, d, J=3.8 Hz), 6.71 (1H, ddd(dt), J=2.8, 8.3), 5.05 (... The reactants are O=C(Nc1cc(I)ccc1C(=O)O)c1ccccc1, O=C([O-])[O-], CCOC(C)=O, CN(C)C=O, COS(=O)(=O)OC, Cl, [K+], [K+]. Product: COC(=O)c1ccc(I)cc1NC(=O)c1ccccc1. Reaction SMILES: [C:14]([c:15]1[cH:16][cH:17][cH:18][cH:19][cH:20]1)(=[O:21])[NH:22][c:23]1[c:24]([C:25](=[O:26])[OH:27])[cH:28][cH:29][c:30]([I:32])[cH:31]1.[C:1](=[O:2])([O-:3])[O-:4].[CH3:34][CH2:35][O:36][C:37](=[O:38])[CH3:39].[CH3:40][N:41]([CH3:42])[CH:43]=[O:44].[CH3:7][O:8][S:9](=[O:10])(=[O:11])[O:12][CH3:13].[ClH:33].[K+:5].[K+:6]>>[O:12]([CH3:13])[C:25]([c:24]1[c:23]([NH:22][C:14]([c:15]2[cH:16][cH:17][cH:18][cH:19][cH:20]2)=[O:21])[cH:31][c:30]([I:32])[cH:29][cH:28]1)=[O:26].